This data is from the Open Reaction Database (ORD), a public repository of structured organic reaction records. The task is: describe an organic reaction: reactants, conditions, products, and yield The reactants are Cl.Cl.Cl.N1=C(C=CC=C1)C[C@@H](N)C(=O)N1CCC(CC1)C1CCN(CC1)C (1-[β-(2-pyridinyl)-D-alanyl]-4-(1-methylpiperidin-4-yl)piperidine trihydrochloride), N1C=CC2=CC=C(C=C12)C(=O)O (indole-6-carboxylic acid). The product is N1C=CC2=CC=C(C=C12)C(=O)N[C@H](CC1=NC=CC=C1)C(=O)N1CCC(CC1)C1CCN(CC1)C (1-[N-(Indole-6-carbonyl)-β-(2-pyridinyl)-D-alanyl]-4-(1-methylpiperidin-4-yl)piperidine). As a reaction SMILES: Cl.Cl.Cl.[N:4]1[CH:9]=[CH:8][CH:7]=[CH:6][C:5]=1[CH2:10][C@H:11]([C:13]([N:15]1[CH2:20][CH2:19][CH:18]([CH:21]2[CH2:26][CH2:25][N:24]([CH3:27])[CH2:23][CH2:22]2)[CH2:17][CH2:16]1)=[O:14])[NH2:12].[NH:28]1[C:36]2[C:31](=[CH:32][CH:33]=[C:34]([C:37](O)=[O:38])[CH:35]=2)[CH:30]=[CH:29]1>>[NH:28]1[C:36]2[C:31](=[CH:32][CH:33]=[C:34]([C:37]([NH:12][C@@H:11]([C:13]([N:15]3[CH2:16][CH2:17][CH:18]([CH:21]4[CH2:26][CH2:25][N:24]([CH3:27])[CH2:23][CH2:22]4)[CH2:19][CH2:20]3)=[O:14])[CH2:10][C:5]3[CH:6]=[CH:7][CH:8]=[CH:9][N:4]=3)=[O:38])[CH:35]=2)[CH:30]=[CH:29]1 |f:0.1.2.3|. Reported procedure: Using methods substantially equivalent to those described in Method D-1, the subtitled compound was prepared from 1-[β-(2-pyridinyl)-D-alanyl]-4-(1-methylpiperidin-4-yl)piperidine trihydrochloride and indole-6-carboxylic acid (32%). Reactants: N1C=C(C=C1)S(=O)(=O)[O-].[Na+] (sodium 3-pyrrolesulfonate), P(Cl)(Cl)(Cl)(Cl)Cl (phosphorus pentachloride). Run in C(C)OCC (diethyl ether). Reaction conditions: time 2 hour. The product is N1C=C(C=C1)S(=O)(=O)Cl (3-pyrrolesulfonyl chloride). Yield: 67.6%. As a reaction SMILES: [NH:1]1[CH:5]=[CH:4][C:3]([S:6]([O-:9])(=O)=[O:7])=[CH:2]1.[Na+].P(Cl)(Cl)(Cl)(Cl)[Cl:12]>C(OCC)C>[NH:1]1[CH:5]=[CH:4][C:3]([S:6]([Cl:12])(=[O:9])=[O:7])=[CH:2]1 |f:0.1|. Procedure: A suspension of 16.9 g (100 mmol) of Compound 1 and 22.9 g (110 mmol) of phosphorus pentachloride in 750 ml of diethyl ether was stirred at room temperature for 2 hours, and was then refluxed for 4 hours. After the reaction mixture was allowed to cooled down, it was filtered. The filtrate was washed successively with ice water (twice), a chilled, saturated aqueous solution of sodium hydrogencarbonate, ice water and a chilled, saturated aqueous solution of sodium chloride. The organic layer was d... Reactants: CCOC(=O)CCn1ccc2cc(-c3noc(-c4ccc(OC(C)C)c(C#N)c4)n3)ccc21, CCO, [Na+], [OH-]. Yields the product CC(C)Oc1ccc(-c2nc(-c3ccc4c(ccn4CCC(=O)[O-])c3)no2)cc1C#N, [Na+]. RXN SMILES: [C:1](#[N:2])[c:3]1[cH:4][c:5](-[c:13]2[n:14][c:15](-[c:18]3[cH:19][c:20]4[cH:21][cH:22][n:23]([CH2:27][CH2:28][C:29](=[O:30])[O:31][CH2:32][CH3:33])[c:24]4[cH:25][cH:26]3)[n:16][o:17]2)[cH:6][cH:7][c:8]1[O:9][CH:10]([CH3:11])[CH3:12].[CH3:36][CH2:37][OH:38].[Na+:35].[OH-:34]>>[C:1](#[N:2])[c:3]1[cH:4][c:5](-[c:13]2[n:14][c:15](-[c:18]3[cH:19][c:20]4[cH:21][cH:22][n:23]([CH2:27][CH2:28][C:29](=[O:30])[O-:31])[c:24]4[cH:25][cH:26]3)[n:16][o:17]2)[cH:6][cH:7][c:8]1[O:9][CH:10]([CH3:11])[CH3:12].[Na+:35]. The reactants are CCCCC1CCNCC1, CC#N, CC(CI)CN1C(=O)COc2cc(F)ccc21. The product is CCCCC1CCN(CC(C)CN2C(=O)COc3cc(F)ccc32)CC1. As a reaction SMILES: [CH2:18]([CH2:19][CH2:20][CH3:21])[CH:22]1[CH2:23][CH2:24][NH:25][CH2:26][CH2:27]1.[CH3:28][C:29]#[N:30].[F:1][c:2]1[cH:3][c:4]2[c:5]([cH:16][cH:17]1)[N:6]([CH2:11][CH:12]([CH2:13][I:14])[CH3:15])[C:7](=[O:10])[CH2:8][O:9]2>>[F:1][c:2]1[cH:3][c:4]2[c:5]([cH:16][cH:17]1)[N:6]([CH2:11][CH:12]([CH2:13][N:25]1[CH2:24][CH2:23][CH:22]([CH2:18][CH2:19][CH2:20][CH3:21])[CH2:27][CH2:26]1)[CH3:15])[C:7](=[O:10])[CH2:8][O:9]2.